describe an organic reaction: reactants, conditions, products, and yield From a dataset of the Open Reaction Database (ORD), a public repository of structured organic reaction records. Reactants: CCC1(c2c[nH]cn2)Cc2ccccc2C1O, CCO, Cl, [H][H], O. Yields the product CCC1(c2c[nH]cn2)Cc2ccccc2C1, Cl. RXN SMILES: [CH2:1]([CH3:2])[C:3]1([c:13]2[n:14][cH:15][nH:16][cH:17]2)[CH:4]([OH:12])[c:5]2[cH:6][cH:7][cH:8][cH:9][c:10]2[CH2:11]1.[CH3:22][CH2:23][OH:24].[ClH:19].[H:20][H:21].[OH2:18]>>[CH2:1]([CH3:2])[C:3]1([c:13]2[n:14][cH:15][nH:16][cH:17]2)[CH2:4][c:5]2[cH:6][cH:7][cH:8][cH:9][c:10]2[CH2:11]1.[ClH:19].